Dataset: the Open Reaction Database (ORD), a public repository of structured organic reaction records. Task: describe an organic reaction: reactants, conditions, products, and yield Reactants: OC[C@H]1N(CCC1)C[C@H]1N(C[C@H](C1)SC(C1=CC=CC=C1)(C1=CC=CC=C1)C1=CC=CC=C1)C(=O)OCC1=CC=C(C=C1)[N+](=O)[O-] ((2S,4S)-2-[(2S)-2-(hydroxymethyl)-pyrrolidin-1-yl]methyl-1-(4-nitrobenzyloxycarbonyl)-4-(triphenylmethylthio)pyrrolidine), SCCO (2-mercaptoethanol). Solvent: C(C)(=O)OCC (ethyl acetate), FC(C(=O)O)(F)F (trifluoroacetic acid). Reaction conditions: time 15 minute. Yields the product OC[C@H]1N(CCC1)C[C@H]1N(C[C@H](C1)S)C(=O)OCC1=CC=C(C=C1)[N+](=O)[O-] ((2S,4S)-2-[(2S)-2-(hydroxymethyl)pyrrolidin-1-yl]methyl-4-mercapto-1-(4-nitrobenzyloxycarbonyl)pyrrolidine). The yield is 49.7%. RXN SMILES: [OH:1][CH2:2][C@@H:3]1[CH2:7][CH2:6][CH2:5][N:4]1[CH2:8][C@@H:9]1[CH2:13][C@H:12]([S:14]C(C2C=CC=CC=2)(C2C=CC=CC=2)C2C=CC=CC=2)[CH2:11][N:10]1[C:34]([O:36][CH2:37][C:38]1[CH:43]=[CH:42][C:41]([N+:44]([O-:46])=[O:45])=[CH:40][CH:39]=1)=[O:35].SCCO>FC(F)(F)C(O)=O.C(OCC)(=O)C>[OH:1][CH2:2][C@@H:3]1[CH2:7][CH2:6][CH2:5][N:4]1[CH2:8][C@@H:9]1[CH2:13][C@H:12]([SH:14])[CH2:11][N:10]1[C:34]([O:36][CH2:37][C:38]1[CH:39]=[CH:40][C:41]([N+:44]([O-:46])=[O:45])=[CH:42][CH:43]=1)=[O:35]. Procedure: To a solution of (2S,4S)-2-[(2S)-2-(hydroxymethyl)-pyrrolidin-1-yl]methyl-1-(4-nitrobenzyloxycarbonyl)-4-(triphenylmethylthio)pyrrolidine (5.74 g) in trifluoroacetic acid (30 ml) was added 2-mercaptoethanol (0.95 ml) under ice-cooling and the mixture was stirred at ambient temperature for 15 minutes. The reaction mixture was evaporated in vacuo. The resulting residue was dissolved in toluene (30 ml) and the solution was evaporated in vacuo to give a residue. The residue was dissolved in ethyl ac... Reactants: [H-].[Na+] (NaH), C1(=CC=CC=C1)OCC#C (phenyl-propargylether), C(C)(C)C=1C=CC(=NC1)S(=O)(=O)NC1=NC(=NC(=C1OC1=C(C=CC=C1)OC)Cl)C1=CC=NC=C1 (5-isopropyl-N-[6-chloro-5-(o-methoxyphenoxy)-2-(4-pyridyl)-4-pyrimidinyl]-2-pyridine sulfonamide), O(C1=CC=CC=C1)CC#CCO (4-phenoxy-2-butyn-1-ol), C=O (para-formaldehyde). Solvent: C1CCOC1 (THF), C(CC(O)(C(=O)O)CC(=O)O)(=O)O (citric acid). Reaction conditions: time 1 hour. The product is N (ammonia), C(C)(C)C=1C=CC(=NC1)S(=O)(=O)NC1=NC(=NC(=C1OC1=C(C=CC=C1)OC)OCC#CCOC1=CC=CC=C1)C1=CC=NC=C1 (5-isopropyl-N-[6-(4-phenoxy-but-2-ynyloxy)-5-(2-methoxy-phenoxy)-2-pyrid in-4-yl-pyrimidin-4-yl]-2-pyridine sulfonamide). The yield is 129.0%. RXN SMILES: [CH:1]([C:4]1[CH:5]=[CH:6][C:7]([S:10]([NH:13][C:14]2[C:19]([O:20][C:21]3[CH:26]=[CH:25][CH:24]=[CH:23][C:22]=3[O:27][CH3:28])=[C:18](Cl)[N:17]=[C:16]([C:30]3[CH:35]=[CH:34][N:33]=[CH:32][CH:31]=3)[N:15]=2)(=[O:12])=[O:11])=[N:8][CH:9]=1)([CH3:3])[CH3:2].[O:36]([CH2:43][C:44]#[C:45][CH2:46][OH:47])[C:37]1[CH:42]=[CH:41][CH:40]=[CH:39][CH:38]=1.C1(OCC#C)C=CC=CC=1.C=O.[H-].[Na+]>C1COCC1.C(O)(=O)CC(CC(O)=O)(C(O)=O)O>[NH3:8].[CH:1]([C:4]1[CH:5]=[CH:6][C:7]([S:10]([NH:13][C:14]2[C:19]([O:20][C:21]3[CH:26]=[CH:25][CH:24]=[CH:23][C:22]=3[O:27][CH3:28])=[C:18]([O:47][CH2:46][C:45]#[C:44][CH2:43][O:36][C:37]3[CH:42]=[CH:41][CH:40]=[CH:39][CH:38]=3)[N:17]=[C:16]([C:30]3[CH:35]=[CH:34][N:33]=[CH:32][CH:31]=3)[N:15]=2)(=[O:12])=[O:11])=[N:8][CH:9]=1)([CH3:3])[CH3:2] |f:4.5|. Procedure details: To a solution of 300 mg of 5-isopropyl-N-[6-chloro-5-(o-methoxyphenoxy)-2-(4-pyridyl)-4-pyrimidinyl]-2-pyridine sulfonamide (Example 1f) and 502 mg of 4-phenoxy-2-butyn-1-ol (prepared starting from phenyl-propargylether and para-formaldehyde following the procedure given in J. Chem. Soc. Perkin Trans. 1, 1991, 1721-1727) in 15 ml of THF was added 228 mg of 55% NaH in mineral oil. The orange suspension was stirred at room temperature for 1 h before it was diluted with 100 ml of 10% aqueous citric... The reactants are BrC=1C=C(C=O)C=C(C1)OC (3-bromo-5-methoxybenzaldehyde), N1CCCCC1 (piperidine), [BH4-].[Na+] (sodium borohydride). The solvent is C(Cl)Cl (DCM). Run at time 2 hour. The product is BrC=1C=C(CN2CCCCC2)C=C(C1)OC (1-(3-Bromo-5-methoxybenzyl)-piperidine). Yield: 68.8%. Reaction SMILES: [Br:1][C:2]1[CH:3]=[C:4]([CH:7]=[C:8]([O:10][CH3:11])[CH:9]=1)[CH:5]=O.[NH:12]1[CH2:17][CH2:16][CH2:15][CH2:14][CH2:13]1.[BH4-].[Na+]>C(Cl)Cl>[Br:1][C:2]1[CH:3]=[C:4]([CH:7]=[C:8]([O:10][CH3:11])[CH:9]=1)[CH2:5][N:12]1[CH2:17][CH2:16][CH2:15][CH2:14][CH2:13]1 |f:2.3|. Procedure details: To a pre-stirred solution of 3-bromo-5-methoxybenzaldehyde (0.56 g, 2.61 mmol) and piperidine (0.29 mL, 3.93 mmol) in DCM (10 mL) at 0° C. was added sodium borohydride (197 mg, 5.22 mmol) in portions. The reaction mixture was allowed to warm to ambient temperature and stirred for an additional 2 h. The reaction was quenched by the addition of water (30 mL) and extracted into ethyl acetate (75 mL) then washed with water (50 mL) then the organic phase was dried over anhydrous sodium sulfate, filte... The reactants are CC(C)([O-])C.[K+] (potassium tert-butoxide), [I-].C[P+](C1=CC=CC=C1)(C1=CC=CC=C1)C1=CC=CC=C1 (methyltriphenylphosphonium iodide), ClC=1C=CC2=C(C(CO2)=O)C1NC(C(F)(F)F)=O (N-(5-Chloro-3-oxo-2,3-dihydro-1-benzofuran-4-yl)-2,2,2-trifluoroacetamide). Run in C1(=CC=CC=C1)C (toluene), C1(=CC=CC=C1)C (toluene). Conditions: time 30 minute. Product: ClC=1C=CC2=C(C(CO2)=C)C1NC(C(F)(F)F)=O (N-(5-Chloro-3-methylidene-2,3-dihydro-1-benzofuran-4-yl)-2,2,2-trifluoroacetamide). As a reaction SMILES: [CH3:1]C(C)([O-])C.[K+].[I-].C[P+](C1C=CC=CC=1)(C1C=CC=CC=1)C1C=CC=CC=1.[Cl:28][C:29]1[CH:30]=[CH:31][C:32]2[O:36][CH2:35][C:34](=O)[C:33]=2[C:38]=1[NH:39][C:40](=[O:45])[C:41]([F:44])([F:43])[F:42]>C1(C)C=CC=CC=1>[Cl:28][C:29]1[CH:30]=[CH:31][C:32]2[O:36][CH2:35][C:34](=[CH2:1])[C:33]=2[C:38]=1[NH:39][C:40](=[O:45])[C:41]([F:44])([F:43])[F:42] |f:0.1,2.3|. Procedure details: To a mixture of potassium tert-butoxide (2.0) and methyltriphenylphosphonium iodide (7.1 g) was added dry toluene (70 ml) and the mixture stirred at room temperature for 30 min, then heated under reflux for 30 min. The mixture was cooled to room temperature, a solution of Intermediate 22 (1.0 g) in toluene (30 ml) added dropwise and the mixture heated under reflux for 30 min. The mixture was cooled and quenched by the dropwise addition of saturated ammonium chloride solution. The mixture was par... Reactants: O=[O+][O-] (Ozone), O=[O+][O-] (ozone), CC1(O[C@@H](C[C@@H](O1)CC#N)CC=C)C ((±)-cis-2,2-dimethyl-6-(2-propenyl)-1,3-dioxane-4-acetonitrile). Solvent: ClCCl (dichloromethane). Yields the product O=CC[C@@H]1C[C@@H](OC(O1)(C)C)CC#N ((±)-cis-6-(2-oxoethyl)-2,2-dimethyl-1,3-dioxane-4-acetonitrile). RXN SMILES: [CH3:1][C:2]1([CH3:14])[O:7][C@@H:6]([CH2:8][C:9]#[N:10])[CH2:5][C@@H:4]([CH2:11][CH:12]=C)[O:3]1.[O:15]=[O+][O-]>ClCCl>[O:15]=[CH:12][CH2:11][C@H:4]1[O:3][C:2]([CH3:14])([CH3:1])[O:7][C@@H:6]([CH2:8][C:9]#[N:10])[CH2:5]1. Reported procedure: A solution of (±)-cis-2,2-dimethyl-6-(2-propenyl)-1,3-dioxane-4-acetonitrile, 3 g (15.36 mmol), in 100 mL of dichloromethane is cooled to -78° C. under nitrogen. Ozone (Welsbach generator, flow rate 0.1, voltage=90 V) is then passed through a fritted gas inlet tube into the solution until the blue color of ozone appears. The current is turned off, and oxygen bubbled through until the blue color is discharged. Triphenylphosphine, 4.2 g (16 mmol), is added and the colorless solution allowed to war...